Dataset: the Open Reaction Database (ORD), a public repository of structured organic reaction records. Task: describe an organic reaction: reactants, conditions, products, and yield Product: COC(=O)C(Cc1ccc(-c2c(C)n(C)c(=O)n(C)c2=O)c(C)c1)NC(=O)c1c(Cl)cccc1Cl. Reactants: COC(=O)C(N)Cc1ccc(-c2c(C)n(C)c(=O)n(C)c2=O)c(C)c1, CCN(C(C)C)C(C)C, O=C(Cl)c1c(Cl)cccc1Cl, ClCCl. As a reaction SMILES: [CH3:1][O:2][C:3]([CH:4]([NH2:5])[CH2:6][c:7]1[cH:8][c:9]([CH3:24])[c:10](-[c:13]2[c:14](=[O:23])[n:15]([CH3:22])[c:16](=[O:21])[n:17]([CH3:20])[c:18]2[CH3:19])[cH:11][cH:12]1)=[O:25].[CH:37]([N:38]([CH:39]([CH3:40])[CH3:41])[CH2:42][CH3:43])([CH3:44])[CH3:45].[Cl:26][c:27]1[c:28]([C:29](=[O:30])[Cl:31])[c:32]([Cl:36])[cH:33][cH:34][cH:35]1.[Cl:46][CH2:47][Cl:48]>>[CH3:1][O:2][C:3]([CH:4]([NH:5][C:29]([c:28]1[c:27]([Cl:26])[cH:35][cH:34][cH:33][c:32]1[Cl:36])=[O:30])[CH2:6][c:7]1[cH:8][c:9]([CH3:24])[c:10](-[c:13]2[c:14](=[O:23])[n:15]([CH3:22])[c:16](=[O:21])[n:17]([CH3:20])[c:18]2[CH3:19])[cH:11][cH:12]1)=[O:25]. Reactants: C(C)(C)(C)OC(NC=1SC[C@H]2[C@@](N1)(CO[C@@H]2C(F)(F)F)C2=C(C(=CC(=C2)N)F)F)=O (tert-butyl[(4aS,5S,7aS)-7a-(5-amino-2,3-difluorophenyl)-5-trifluoromethyl-4a,5,7,7a-tetrahydro-4H-furo[3,4-d][1,3]thiazin-2-yl]carbamate), CC=1N=CC(=NC1)C(=O)O (5-methylpyrazine-2-carboxylic acid). The product is NC=1SC[C@H]2[C@@](N1)(CO[C@@H]2C(F)(F)F)C=2C=C(C=C(C2F)F)NC(=O)C2=NC=C(N=C2)C (N-(3-((4aS,5S,7aS)-2-amino-5-(trifluoromethyl)-4a,5,7,7a-tetrahydro-4H-furo[3,4-d][1,3]thiazin-7a-yl)-4,5-difluorophenyl)-5-methylpyrazine-2-carboxamide). Reaction SMILES: C(OC(=O)[NH:7][C:8]1[S:9][CH2:10][C@@H:11]2[C@@H:16]([C:17]([F:20])([F:19])[F:18])[O:15][CH2:14][C@:12]2([C:21]2[CH:26]=[C:25]([NH2:27])[CH:24]=[C:23]([F:28])[C:22]=2[F:29])[N:13]=1)(C)(C)C.[CH3:31][C:32]1[N:33]=[CH:34][C:35]([C:38](O)=[O:39])=[N:36][CH:37]=1>>[NH2:7][C:8]1[S:9][CH2:10][C@@H:11]2[C@@H:16]([C:17]([F:18])([F:20])[F:19])[O:15][CH2:14][C@:12]2([C:21]2[CH:26]=[C:25]([NH:27][C:38]([C:35]3[CH:34]=[N:33][C:32]([CH3:31])=[CH:37][N:36]=3)=[O:39])[CH:24]=[C:23]([F:28])[C:22]=2[F:29])[N:13]=1. Procedure details: Synthesized from tert-butyl[(4aS,5S,7aS)-7a-(5-amino-2,3-difluorophenyl)-5-trifluoromethyl-4a,5,7,7a-tetrahydro-4H-furo[3,4-d][1,3]thiazin-2-yl]carbamate and 5-methylpyrazine-2-carboxylic acid according to the general procedure. 1H NMR (400 MHz, CDCl3+MeOD) δ ppm 2.68 (s, 3 H), 2.84 (dd, J=13.6, 3.8 Hz, 1 H), 3.15 (dd, J=13.9, 3.0 Hz, 1 H), 3.30-3.42 (m, 1 H), 3.88 (d, J=10.4 Hz, 1 H), 4.61 (d, J=8.6 Hz, 1 H), 4.68 (quin, J=7.2 Hz, 1 H), 7.13-7.25 (m, 1 H), 8.05 (ddd, J=11.6, 6.8, 2.8 Hz, 1H), 8...